The task is: describe an organic reaction: reactants, conditions, products, and yield. This data is from the Open Reaction Database (ORD), a public repository of structured organic reaction records. The reactants are CCC#CCO, [Cl-], CC(Oc1cc(Cl)ncn1)C(C)(C)O, [H-], [NH4+], [Na+], C1CCOC1. The product is CCC#CCOc1cc(OC(C)C(C)(C)O)ncn1. Reaction SMILES: [CH2:3]([C:4]#[C:5][CH2:6][CH3:7])[OH:8].[Cl-:23].[Cl:9][c:10]1[cH:11][c:12]([O:16][CH:17]([C:18]([CH3:19])([OH:20])[CH3:21])[CH3:22])[n:13][cH:14][n:15]1.[H-:1].[NH4+:24].[Na+:2].[O:25]1[CH2:26][CH2:27][CH2:28][CH2:29]1>>[CH2:3]([C:4]#[C:5][CH2:6][CH3:7])[O:8][c:10]1[cH:11][c:12]([O:16][CH:17]([C:18]([CH3:19])([OH:20])[CH3:21])[CH3:22])[n:13][cH:14][n:15]1. Reactants: CC1=CC(=NC=C1)NCCCOC=1C=CC2=C(OC3=C(C(C2)CC(=O)OCC)C=CC=C3)C1 (ethyl (±)-10,11-dihydro-3-[3-(4-methylpyridin-2-ylamino)-1-propyloxy]dibenzo[b,f]oxepine-10-acetate), [OH-].[Na+] (NaOH), Cl (HCl). Run in CCO (EtOH). Conditions: time 20 hour. The product is CC1=CC(=NC=C1)NCCCOC=1C=CC2=C(OC3=C(C(C2)CC(=O)O)C=CC=C3)C1 ((±)-10,11-Dihydro-3-[3-(4-methylpyridin-2-ylamino)-1-propyloxy]dibenzo[b,f]oxepine-10-acetic acid). Yield: 60.2%. RXN SMILES: [CH3:1][C:2]1[CH:7]=[CH:6][N:5]=[C:4]([NH:8][CH2:9][CH2:10][CH2:11][O:12][C:13]2[CH:14]=[CH:15][C:16]3[CH2:22][CH:21]([CH2:23][C:24]([O:26]CC)=[O:25])[C:20]4[CH:29]=[CH:30][CH:31]=[CH:32][C:19]=4[O:18][C:17]=3[CH:33]=2)[CH:3]=1.[OH-].[Na+].Cl>CCO>[CH3:1][C:2]1[CH:7]=[CH:6][N:5]=[C:4]([NH:8][CH2:9][CH2:10][CH2:11][O:12][C:13]2[CH:14]=[CH:15][C:16]3[CH2:22][CH:21]([CH2:23][C:24]([OH:26])=[O:25])[C:20]4[CH:29]=[CH:30][CH:31]=[CH:32][C:19]=4[O:18][C:17]=3[CH:33]=2)[CH:3]=1 |f:1.2|. Procedure details: A mixture of ethyl (±)-10,11-dihydro-3-[3-(4-methylpyridin-2-ylamino)-1-propyloxy]dibenzo[b,f]oxepine-10-acetate (119 mg, 0.27 mmole) and 0.991 N NaOH (0.545 mL, 0.54 mmole) in absolute EtOH (2 mL) was warmed in an oil bath set at 45° C. After 20 hr, the reaction was concentrated on the rotavap, and the residue was dissolved in H2O (1.5 mL). The solution was filtered to remove insoluble material, and the filtrate was carefully neutralized by dropwise addition of 1.0 N HCl (0.54 mL, 0.54 mmole). ...